describe an organic reaction: reactants, conditions, products, and yield From a dataset of the Open Reaction Database (ORD), a public repository of structured organic reaction records. Starting materials: [Li]C(C)(C)C, C1CCOC1, Cc1ccccn1, COc1ccc(F)cc1C(C)(C)CC(=O)C(F)(F)F. Product: COc1ccc(F)cc1C(C)(C)CC(O)(Cc1ccccn1)C(F)(F)F. Reaction SMILES: [C:1]([Li:2])([CH3:3])([CH3:4])[CH3:5].[CH2:32]1[O:33][CH2:34][CH2:35][CH2:36]1.[CH3:6][c:7]1[cH:8][cH:9][cH:10][cH:11][n:12]1.[F:13][C:14]([C:15]([CH2:16][C:17]([CH3:18])([CH3:19])[c:20]1[c:21]([O:27][CH3:28])[cH:22][cH:23][c:24]([F:26])[cH:25]1)=[O:29])([F:30])[F:31]>>[CH2:6]([c:7]1[cH:8][cH:9][cH:10][cH:11][n:12]1)[C:15]([C:14]([F:13])([F:30])[F:31])([CH2:16][C:17]([CH3:18])([CH3:19])[c:20]1[c:21]([O:27][CH3:28])[cH:22][cH:23][c:24]([F:26])[cH:25]1)[OH:29]. The reactants are NC(=O)c1ncn2c1C1CCN1C(=O)c1c-2cccc1C(F)(F)F, O=C(OC(=O)C(F)(F)F)C(F)(F)F, C1COCCO1, O, c1ccncc1. Product: N#Cc1ncn2c1C1CCN1C(=O)c1c-2cccc1C(F)(F)F. RXN SMILES: [F:1][C:2]([c:3]1[cH:4][cH:5][cH:6][c:7]2[c:8]1[C:9](=[O:22])[N:10]1[CH:11]([c:12]3[n:13]-2[cH:14][n:15][c:16]3[C:17](=[O:18])[NH2:19])[CH2:20][CH2:21]1)([F:23])[F:24].[F:31][C:32]([F:33])([F:34])[C:35]([O:36][C:37](=[O:38])[C:39]([F:40])([F:41])[F:42])=[O:43].[O:45]1[CH2:46][CH2:47][O:48][CH2:49][CH2:50]1.[OH2:44].[cH:25]1[cH:26][cH:27][n:28][cH:29][cH:30]1>>[F:1][C:2]([c:3]1[cH:4][cH:5][cH:6][c:7]2[c:8]1[C:9](=[O:22])[N:10]1[CH:11]([c:12]3[n:13]-2[cH:14][n:15][c:16]3[C:17]#[N:19])[CH2:20][CH2:21]1)([F:23])[F:24]. Reactants: [Al+3], CCOC(=O)c1cn(C)nc1OCc1ccccc1, [H-], [H-], [H-], [H-], [Li+], C1CCOC1. Product: Cn1cc(CO)c(OCc2ccccc2)n1. As a reaction SMILES: [Al+3:22].[CH2:1]([c:2]1[cH:3][cH:4][cH:5][cH:6][cH:7]1)[O:8][c:9]1[n:10][n:11]([CH3:19])[cH:12][c:13]1[C:14](=[O:15])[O:16][CH2:17][CH3:18].[H-:20].[H-:23].[H-:24].[H-:25].[Li+:21].[O:26]1[CH2:27][CH2:28][CH2:29][CH2:30]1>>[CH2:1]([c:2]1[cH:3][cH:4][cH:5][cH:6][cH:7]1)[O:8][c:9]1[n:10][n:11]([CH3:19])[cH:12][c:13]1[CH2:14][OH:15]. Reactants: [BH4-], CCO, O=CC1CC2C=CC1C2, Cl, [Na+]. Yields the product OCC1CC2C=CC1C2. Reaction SMILES: [BH4-:1].[CH3:13][CH2:14][OH:15].[CH:3]12[CH:4]([CH:10]=[O:11])[CH2:5][CH:6]([CH:7]=[CH:8]1)[CH2:9]2.[ClH:12].[Na+:2]>>[CH:3]12[CH:4]([CH2:10][OH:11])[CH2:5][CH:6]([CH:7]=[CH:8]1)[CH2:9]2. Reactants: CC=1C=CC(=NC1)C1=CC=C(C=C1)/C=C/C(=O)OCC (ethyl (2E)-3-[4-(5-methylpyridin-2-yl)phenyl]prop-2-enoate), [H][H] (hydrogen). Reagents/catalysts: [Pd] (Palladium on charcoal). Solvent: O1CCCC1 (tetrahydrofuran). Yields the product CC=1C=CC(=NC1)C1=CC=C(C=C1)CCC(=O)OCC (ethyl 3-[4-(5-methylpyridin-2-yl)phenyl]propanoate). As a reaction SMILES: [CH3:1][C:2]1[CH:3]=[CH:4][C:5]([C:8]2[CH:13]=[CH:12][C:11](/[CH:14]=[CH:15]/[C:16]([O:18][CH2:19][CH3:20])=[O:17])=[CH:10][CH:9]=2)=[N:6][CH:7]=1.[H][H]>[Pd].O1CCCC1>[CH3:1][C:2]1[CH:3]=[CH:4][C:5]([C:8]2[CH:13]=[CH:12][C:11]([CH2:14][CH2:15][C:16]([O:18][CH2:19][CH3:20])=[O:17])=[CH:10][CH:9]=2)=[N:6][CH:7]=1. Procedure details: 10% Palladium on charcoal (0.8 g) was added to a solution of the compound obtained from step b above (1.8 g) in tetrahydrofuran (15 mL) at room temperature, and hydrogen was supplied at 50 psi in a Paar apparatus for 4 hours. The reaction mixture was filtered through a celite pad and concentrated to afford the title compound (1.8 g).